From a dataset of the Open Reaction Database (ORD), a public repository of structured organic reaction records. describe an organic reaction: reactants, conditions, products, and yield Procedure: Chlorosulphonic acid (230 μl, 3.31 mmol) was added to a solution of the 2-anilino-4-(1,2-dimethylimidazol-5-yl)pyrimidine (Method 34; 300 mg, 1.12 mmol) in thionyl chloride (6 ml) at 5° C. The mixture was stirred at 5° C. for 30 minutes, room temperature for 1 hour and heated at reflux for 1.5 hour. The mixture was allowed to cool to room temperature and a solution of excess 1,3-dimethoxy-2-aminopropane (Method 59) in ethanol (20 ml) and dimethylethylamine (0.5 ml) were added to the residue, and... Reaction conditions: temperature 5 celsius, time 1 hour. Yields the product CN1C(=NC=C1C1=NC(=NC=C1)NC1=CC=C(C=C1)S(NC(COC)COC)(=O)=O)C (4-(1,2-Dimethylimidazol-5-yl)-2-{4-[N-(1,3-dimethoxyprop-2-yl)sulphamoyl]anilino}pyrimidine). The reactants are ClS(=O)(=O)O (Chlorosulphonic acid), N(C1=CC=CC=C1)C1=NC=CC(=N1)C1=CN=C(N1C)C (2-anilino-4-(1,2-dimethylimidazol-5-yl)pyrimidine), COCC(COC)N (1,3-dimethoxy-2-aminopropane). RXN SMILES: Cl[S:2]([OH:5])(=O)=[O:3].[NH:6]([C:13]1[N:18]=[C:17]([C:19]2[N:23]([CH3:24])[C:22]([CH3:25])=[N:21][CH:20]=2)[CH:16]=[CH:15][N:14]=1)[C:7]1[CH:12]=[CH:11][CH:10]=[CH:9][CH:8]=1.[CH3:26][O:27][CH2:28][CH:29]([NH2:33])[CH2:30][O:31][CH3:32]>S(Cl)(Cl)=O.C(O)C.CN(C)CC>[CH3:24][N:23]1[C:19]([C:17]2[CH:16]=[CH:15][N:14]=[C:13]([NH:6][C:7]3[CH:12]=[CH:11][C:10]([S:2](=[O:5])(=[O:3])[NH:33][CH:29]([CH2:30][O:31][CH3:32])[CH2:28][O:27][CH3:26])=[CH:9][CH:8]=3)[N:18]=2)=[CH:20][N:21]=[C:22]1[CH3:25]. Solvent: S(=O)(Cl)Cl (thionyl chloride), C(C)O (ethanol), CN(CC)C (dimethylethylamine). Reactants: O=C(O)c1ccc(Cl)c(Cl)n1, [Na+], O=C(O)C(F)(F)F, OO, O=S([O-])O. Yields the product O=C(O)c1ccc(Cl)c(Cl)[n+]1[O-]. RXN SMILES: [Cl:3][c:4]1[cH:5][cH:6][c:7]([C:11](=[O:12])[OH:13])[n:8][c:9]1[Cl:10].[Na+:18].[OH:19][C:20]([C:21]([F:22])([F:23])[F:24])=[O:25].[OH:1][OH:2].[S:14]([O-:15])(=[O:16])[OH:17]>>[Cl:3][c:4]1[cH:5][cH:6][c:7]([C:11](=[O:12])[OH:13])[n+:8]([O-:15])[c:9]1[Cl:10].